This data is from the Open Reaction Database (ORD), a public repository of structured organic reaction records. The task is: describe an organic reaction: reactants, conditions, products, and yield The reactants are [OH-].[Na+] (caustic soda), [N+](=O)([O-])C1=C(N)C=CC=C1 (2-nitroaniline), N#CN (cyanamide), Cl (hydrochloric acid). Solvent: C(C)(=O)O (acetic acid). Conditions: temperature 70 celsius. Product: [N+]1(=NC(=NC2=C1C=CC=C2)N)[O-] (1,2,4-Benzotriazine-3-amine 1-oxide). The yield is 77.5%. RXN SMILES: [N+:1]([C:4]1[CH:10]=[CH:9][CH:8]=[CH:7][C:5]=1[NH2:6])([O-])=[O:2].[N:11]#[C:12][NH2:13].Cl.[OH-].[Na+]>C(O)(=O)C>[N+:1]1([O-:2])[C:4]2[CH:10]=[CH:9][CH:8]=[CH:7][C:5]=2[N:6]=[C:12]([NH2:13])[N:11]=1 |f:3.4|. Reported procedure: A mixture of 10 g 2-nitroaniline and 20 g cyanamide is heated for 5 min to 100° C., cooled, mixed with 25 ml conc. hydrochloric acid and carefully heated to 70° C. After subsidence of the vigorous reaction, one cools to room temp., adds dropwise thereto 50 ml semiconce. caustic soda lye, heats for 30 min to 100° C., cools, filters and washes the precipitate with hot glacial acetic acid. There remain 9.1 g of title compound (78% of theory) of the m.p. 272°-274° C.